This data is from the Open Reaction Database (ORD), a public repository of structured organic reaction records. The task is: describe an organic reaction: reactants, conditions, products, and yield The reactants are COCOc1cnc(C)cc1Br, CO, Cl. Yields the product Cc1cc(Br)c(O)cn1. As a reaction SMILES: [Br:1][c:2]1[cH:3][c:4]([CH3:12])[n:5][cH:6][c:7]1[O:8][CH2:9][O:10][CH3:11].[CH3:14][OH:15].[ClH:13]>>[Br:1][c:2]1[cH:3][c:4]([CH3:12])[n:5][cH:6][c:7]1[OH:8]. The reactants are BrC1=C(C(=O)NC2=C(C=CC=C2)NC2=CC=CC=C2)C=CC=C1 (2-bromo-N-(2-(phenylamino)phenyl)benzamide), O=P(Cl)(Cl)Cl (POCl3), C(=O)(O)[O-].[Na+] (NaHCO3), ice. Run in O1CCOCC1 (1,4-dioxane). Run at temperature 100 celsius. Yields the product BrC1=C(C=CC=C1)C1=NC2=C(N1C1=CC=CC=C1)C=CC=C2 (2-(2-bromophenyl)-1-phenyl-1H-benzo[d]imidazole). Isolated yield 66.0%. As a reaction SMILES: [Br:1][C:2]1[CH:23]=[CH:22][CH:21]=[CH:20][C:3]=1[C:4]([NH:6][C:7]1[CH:12]=[CH:11][CH:10]=[CH:9][C:8]=1[NH:13][C:14]1[CH:19]=[CH:18][CH:17]=[CH:16][CH:15]=1)=O.O=P(Cl)(Cl)Cl.C([O-])(O)=O.[Na+]>O1CCOCC1>[Br:1][C:2]1[CH:23]=[CH:22][CH:21]=[CH:20][C:3]=1[C:4]1[N:13]([C:14]2[CH:19]=[CH:18][CH:17]=[CH:16][CH:15]=2)[C:8]2[CH:9]=[CH:10][CH:11]=[CH:12][C:7]=2[N:6]=1 |f:2.3|. Procedure details: To a solution of 2-bromo-N-(2-(phenylamino)phenyl)benzamide (10.7 g, 29 mmol) in anhydrous 1,4-dioxane (˜100 mL), was added POCl3 (6.92 g, 45 mmol) slowly. The whole was heated to about 100° C. under argon overnight. After cooling the mixture to room temperature, the mixture was poured into ice (˜150 g), and then neutralized with NaHCO3. After filtration, the solid was collected then dissolved in dichloromethane (˜250 mL), which was washed with water (˜250 mL). The aqueous solution was extracted... Reactants: N#CCC(=O)O, CC1CC2C(CC1C=O)C2(C)C. Product: CC1=CCC2C(C1)C2(C)C. As a reaction SMILES: [C:1]([CH2:2][C:3]([OH:4])=[O:5])#[N:6].[CH:7](=[O:8])[CH:9]1[CH:10]([CH3:18])[CH2:11][CH:12]2[CH:13]([CH2:14]1)[C:15]2([CH3:16])[CH3:17]>>[CH:9]1=[C:10]([CH3:18])[CH2:11][CH:12]2[CH:13]([CH2:14]1)[C:15]2([CH3:16])[CH3:17]. Reactants: NC1=C(C=CC=C1)NS(=O)(=O)C1=CC2=C(S1)C=CC=C2 (benzo[b]thiophene-2-sulfonic acid (2-aminophenyl)-amide), ClS(=O)(=O)C=1C=C(C(=O)OC)C=CC1OC (methyl 3-(chlorosulfonyl)-4-methoxybenzoate). Run in C(Cl)Cl (DCM), N1=CC=CC=C1 (pyridine), C(Cl)Cl (DCM). Run at time 8 hour. Product: COC(C1=CC(=C(C=C1)OC)S(NC1=C(C=CC=C1)NS(=O)(=O)C1=CC2=C(S1)C=CC=C2)(=O)=O)=O (3-[2-(benzo[b]thiophene-2-sulfonylamino)phenylsulfamoyl]-4-methoxybenzoic acid methyl ester). Yield: 65.7%. RXN SMILES: [NH2:1][C:2]1[CH:7]=[CH:6][CH:5]=[CH:4][C:3]=1[NH:8][S:9]([C:12]1[S:16][C:15]2[CH:17]=[CH:18][CH:19]=[CH:20][C:14]=2[CH:13]=1)(=[O:11])=[O:10].Cl[S:22]([C:25]1[CH:26]=[C:27]([CH:32]=[CH:33][C:34]=1[O:35][CH3:36])[C:28]([O:30][CH3:31])=[O:29])(=[O:24])=[O:23]>C(Cl)Cl.N1C=CC=CC=1>[CH3:31][O:30][C:28](=[O:29])[C:27]1[CH:32]=[CH:33][C:34]([O:35][CH3:36])=[C:25]([S:22](=[O:23])(=[O:24])[NH:1][C:2]2[CH:7]=[CH:6][CH:5]=[CH:4][C:3]=2[NH:8][S:9]([C:12]2[S:16][C:15]3[CH:17]=[CH:18][CH:19]=[CH:20][C:14]=3[CH:13]=2)(=[O:11])=[O:10])[CH:26]=1. Procedure details: To a solution of benzo[b]thiophene-2-sulfonic acid (2-aminophenyl)-amide (1 mmol) in DCM (2 mL) and pyridine (2 mL), methyl 3-(chlorosulfonyl)-4-methoxybenzoate (1.1 mmol) was added at RT and the reaction mixture was then allowed to stir at RT overnight. The reaction mixture was then diluted with DCM (10 mL). The organic phase was washed with 10% aqueous HCl (10 mL), water (10 mL) and brine (10 mL). The organic phase was dried over anhydrous sodium sulfate, and concentrated under vacuum. The res... Starting materials: C=COCC, ClCCl, O=C(Cl)C(=O)Cl, CC(F)(F)C(=O)O, c1ccncc1. Yields the product CCOC=CC(=O)C(C)(F)F. As a reaction SMILES: [CH:14](=[CH2:15])[O:16][CH2:17][CH3:18].[Cl:25][CH2:26][Cl:27].[Cl:8][C:9]([C:10]([Cl:11])=[O:12])=[O:13].[F:1][C:2]([C:3](=[O:4])[OH:5])([CH3:6])[F:7].[cH:19]1[cH:20][cH:21][n:22][cH:23][cH:24]1>>[F:1][C:2]([C:3](=[O:4])[CH:15]=[CH:14][O:16][CH2:17][CH3:18])([CH3:6])[F:7]. The reactants are COc1c(Br)cc(C(Br)C(Br)c2ccncc2)c2c1OC1(CCCC1)C2, C1CCOC1, CC(C)(C)[O-], [K+], O. Yields the product COc1c(Br)cc(C#Cc2ccncc2)c2c1OC1(CCCC1)C2. As a reaction SMILES: [Br:7][c:8]1[c:9]([O:31][CH3:32])[c:10]2[c:11]([c:19]([CH:21]([CH:22]([c:23]3[cH:24][cH:25][n:26][cH:27][cH:28]3)[Br:30])[Br:29])[cH:20]1)[CH2:12][C:13]1([O:14]2)[CH2:15][CH2:16][CH2:17][CH2:18]1.[CH2:34]1[O:35][CH2:36][CH2:37][CH2:38]1.[CH3:1][C:2]([CH3:3])([O-:4])[CH3:5].[K+:6].[OH2:33]>>[Br:7][c:8]1[c:9]([O:31][CH3:32])[c:10]2[c:11]([c:19]([C:21]#[C:22][c:23]3[cH:24][cH:25][n:26][cH:27][cH:28]3)[cH:20]1)[CH2:12][C:13]1([O:14]2)[CH2:15][CH2:16][CH2:17][CH2:18]1. Starting materials: keto esters, alkyl 4-oxo-2,3,4,5-tetrahydrothiophene-3-carboxylate, alkyl 3-oxo-2,3,4,5-tetrahydrothiophene-2-carboxylate, CC(SCC(=O)OCC)(CC(=O)OCC)C (diethyl 4,4-dimethyl-3-thiahexanedioate), alkyl 4-oxo-2,3,5,6-tetrahydro-4H-thiopyran-3-carboxylate, CC1C(C(SC1)C(=O)OC)=O (Methyl 4-methyl-3-oxo-tetrahydrothiophene-2-carboxylate), CC(C)([O-])C.[K+] (potassium tertiary butoxide), alkyl 3-oxo-2,3,4,5-tetrahydro-6H-thiopyran-2-carboxylate. Product: CC1(CC(C(S1)C(=O)OCC)=O)C (Ethyl 5,5-dimethyl-3-oxo-tetrahydrothiophene-2-carboxylate), CC1CC(C(S1)C(=O)[O-])=O (5-methyl-3-oxo-tetrahydrothiophene-2-carboxylate). Reaction SMILES: CC1CSC(C(OC)=O)C1=O.[CH3:12][C:13]([CH3:27])([CH2:21][C:22]([O:24]CC)=[O:23])[S:14][CH2:15][C:16]([O:18][CH2:19][CH3:20])=[O:17].CC(C)([O-])C.[K+]>>[CH3:12][C:13]1([CH3:27])[S:14][CH:15]([C:16]([O:18][CH2:19][CH3:20])=[O:17])[C:22](=[O:23])[CH2:21]1.[CH3:12][CH:13]1[S:14][CH:15]([C:16]([O-:18])=[O:17])[C:22](=[O:24])[CH2:21]1 |f:2.3|. Reported procedure: The keto esters, alkyl 4-oxo-2,3,4,5-tetrahydrothiophene-3-carboxylate and alkyl 3-oxo-2,3,4,5-tetrahydrothiophene-2-carboxylate may be prepared by the procedure of Woodward and Eastman, J. Am. Chem. Soc. 68, 2229 (1946); alkyl 4-oxo-2,3,5,6-tetrahydro-4H-thiopyran-3-carboxylate by the method of G. M. Bennett and L. V. D. Scorah, J. Chem. Soc., 194, (1927); and alkyl 3-oxo-2,3,4,5-tetrahydro-6H-thiopyran-2-carboxylate by the procedure of Leonard and Figueras, J. Chem. Soc., 74, 917 (1952). Methy...